This data is from the Open Reaction Database (ORD), a public repository of structured organic reaction records. The task is: describe an organic reaction: reactants, conditions, products, and yield The reactants are CO, CS(=O)(=O)c1ccc(C(CC2CCCC2)C(=O)O)cc1, O=S(=O)(O)O. Yields the product COC(=O)C(CC1CCCC1)c1ccc(S(C)(=O)=O)cc1. RXN SMILES: [CH3:26][OH:27].[CH:1]1([CH2:6][CH:7]([C:8](=[O:9])[OH:10])[c:11]2[cH:12][cH:13][c:14]([S:17](=[O:18])(=[O:19])[CH3:20])[cH:15][cH:16]2)[CH2:2][CH2:3][CH2:4][CH2:5]1.[S:21](=[O:22])(=[O:23])([OH:24])[OH:25]>>[CH:1]1([CH2:6][CH:7]([C:8]([O:9][CH3:26])=[O:10])[c:11]2[cH:12][cH:13][c:14]([S:17](=[O:18])(=[O:19])[CH3:20])[cH:15][cH:16]2)[CH2:2][CH2:3][CH2:4][CH2:5]1. Starting materials: p-formaldehyde, N1C=CC=C1 (pyrrole), C(=O)(C(F)(F)F)O (TFA). Solvent: C(C)(=O)OCC (ethyl acetate). Reaction conditions: time 30 minute. Yields the product N1C(=CC=C1)CC=1NC=CC1 (2-(1H-pyrrol-2-ylmethyl)-1H-pyrrole). Isolated yield 381.1%. RXN SMILES: [NH:1]1[CH:5]=[CH:4][CH:3]=[CH:2]1.[C:6](O)([C:8](F)(F)F)=O>C(OCC)(=O)C>[NH:1]1[CH:5]=[CH:4][CH:3]=[C:2]1[CH2:3][C:2]1[NH:1][CH:5]=[CH:6][CH:8]=1. Procedure details: To a solution of p-formaldehyde (1100 mg, 35 mmol) in pyrrole (50 ml, 720 mmol), at 50° C., TFA (416 mg, 3.5 mmol) was added. The reaction mixture was kept under magnetic stirring, at room temperature, for 30 minutes, then ethyl acetate was added and the solution washed with NaHCO3 saturated solution, then the organic phase was dried on Na2SO4. After evaporation the crude product was purified by chromatography on silica gel (Petroleum Ether/Ethyl acetate 4/1+1% TEA). 1950 mg (yield 38%) of the p... The reactants are CC(C)C(c1ccc(N)c([N+](=O)[O-])c1)n1cncn1, O=C(Cl)Cc1ccc(Cl)cc1, ClCCl, c1ccncc1. Product: CC(C)C(c1ccc(NC(=O)Cc2ccc(Cl)cc2)c([N+](=O)[O-])c1)n1cncn1. RXN SMILES: [CH3:1][CH:2]([CH:3]([n:4]1[n:5][cH:6][n:7][cH:8]1)[c:9]1[cH:10][c:11]([N+:16](=[O:17])[O-:18])[c:12]([NH2:15])[cH:13][cH:14]1)[CH3:19].[Cl:26][c:27]1[cH:28][cH:29][c:30]([CH2:33][C:34](=[O:35])[Cl:36])[cH:31][cH:32]1.[Cl:37][CH2:38][Cl:39].[cH:20]1[cH:21][cH:22][n:23][cH:24][cH:25]1>>[CH3:1][CH:2]([CH:3]([n:4]1[n:5][cH:6][n:7][cH:8]1)[c:9]1[cH:10][c:11]([N+:16](=[O:17])[O-:18])[c:12]([NH:15][C:34]([CH2:33][c:30]2[cH:29][cH:28][c:27]([Cl:26])[cH:32][cH:31]2)=[O:35])[cH:13][cH:14]1)[CH3:19]. Starting materials: C(C)(=O)O[C@H]1CC(N(C1)CC#CCN1CCCCC1)=O ((S)-4-(acetoyloxy)-1-[4-(1-piperidinyl)-2-butynyl]-2- pyrrolidinone), C([O-])([O-])=O.[Na+].[Na+] (sodium carbonate). Run in CO (methanol). Run at time 8 hour. Yields the product O[C@H]1CC(N(C1)CC#CCN1CCCCC1)=O ((S)-4-Hydroxy-1-[4-(1-piperidinyl)-2-butynyl]-2-pyrrolidinone). Isolated yield 97.8%. As a reaction SMILES: C([O:4][C@@H:5]1[CH2:9][N:8]([CH2:10][C:11]#[C:12][CH2:13][N:14]2[CH2:19][CH2:18][CH2:17][CH2:16][CH2:15]2)[C:7](=[O:20])[CH2:6]1)(=O)C.C(=O)([O-])[O-].[Na+].[Na+]>CO>[OH:4][C@@H:5]1[CH2:9][N:8]([CH2:10][C:11]#[C:12][CH2:13][N:14]2[CH2:19][CH2:18][CH2:17][CH2:16][CH2:15]2)[C:7](=[O:20])[CH2:6]1 |f:1.2.3|. Reported procedure: A mixture of 1.0 g of (S)-4-(acetoyloxy)-1-[4-(1-piperidinyl)-2-butynyl]-2- pyrrolidinone, 0.75 g of sodium carbonate and 40 ml of methanol was stirred overnight, then filtered and concentrated. The residue was concentrated from dichloromethane and purified by chromatography on deactivated alumina, giving 0.83 g of the desired product as a yellow oil [α]D26° =-8° (c, 1.018, dichloromethane). Reactants: aqueous solution, C([O-])([O-])=O.[Na+].[Na+] (sodium carbonate), ClC1=CC=C(C(=N1)NC)[N+](=O)[O-] (6-chloro-2-methylamino-3-nitropyridine), B(OC1=CC=CC=C1)([O-])[O-] (phenyl borate), C(C)O (ethanol). Reagents/catalysts: [OH-].[OH-].[Pd+2] (palladium hydroxide on charcoal). The product is CNC1=NC(=CC=C1[N+](=O)[O-])C1=CC=CC=C1 (2-Methylamino3-nitro-6-phenylpyridine). Reaction conditions: temperature 105 celsius, time 4.5 hour. Procedure details: 50 ml of a 2N aqueous solution of sodium carbonate and 0.34 g of 20% w/w palladium hydroxide on charcoal were added to a solution of 5.0 g of 6-chloro-2-methylamino-3-nitropyridine (prepared as described in Preparation 66) and 3.9 g of phenyl borate in 80 ml of a 1:1 by volume mixture of ethanol and toluene, and the resulting mixture was stirred at 105° C. for 4.5 hours. At the end of this time, the reaction mixture was filtered to remove the palladium hydroxide on charcoal. The filtrate was con... Isolated yield 7773.9%. Run in C1(=CC=CC=C1)C (toluene). As a reaction SMILES: C(=O)([O-])[O-].[Na+].[Na+].Cl[C:8]1[N:13]=[C:12]([NH:14][CH3:15])[C:11]([N+:16]([O-:18])=[O:17])=[CH:10][CH:9]=1.B([O-])([O-])O[C:21]1[CH:26]=[CH:25][CH:24]=[CH:23][CH:22]=1.C(O)C>[OH-].[OH-].[Pd+2].C1(C)C=CC=CC=1>[CH3:15][NH:14][C:12]1[C:11]([N+:16]([O-:18])=[O:17])=[CH:10][CH:9]=[C:8]([C:21]2[CH:26]=[CH:25][CH:24]=[CH:23][CH:22]=2)[N:13]=1 |f:0.1.2,6.7.8|. The reactants are C(CCCCCCCCCCC)N (Dodecylamine), Cl (hydrogen chloride). Solvent: C(Cl)Cl (methylene chloride). Run at temperature 0 celsius. The product is Cl.C(CCCCCCCCCCC)N (n-dodecylamine hydrochloride). Isolated yield 95.5%. RXN SMILES: [CH2:1]([NH2:13])[CH2:2][CH2:3][CH2:4][CH2:5][CH2:6][CH2:7][CH2:8][CH2:9][CH2:10][CH2:11][CH3:12].[ClH:14]>C(Cl)Cl>[ClH:14].[CH2:1]([NH2:13])[CH2:2][CH2:3][CH2:4][CH2:5][CH2:6][CH2:7][CH2:8][CH2:9][CH2:10][CH2:11][CH3:12] |f:3.4|. Reported procedure: Dodecylamine (85 g, 0.46 mol) was dissolved in methylene chloride (500 mL). The solution was cooled to 0° C., and saturated with anhydrous hydrogen chloride (45 minutes). The white, crystalline solid was separated and dried in vacuum over phosphorus pentoxide, to provide 97.5 g (95.5%) of n-dodecylamine hydrochloride. Starting materials: Cl.N[C@H]([C@H](O)C1=CC=C(C=C1)OC)C ((1R,2S)-2-amino-1-(4-methoxy-phenyl)propan-1-ol hydrochloride), O=C([C@H](CC)NC(OC(C)(C)C)=O)C1=CC=CC=C1 ((S)-tert-butyl 1-oxo-1-phenylbutan-2-ylcarbamate). RXN SMILES: Cl.N[C@@H](C)[C@@H:4](C1C=CC(OC)=CC=1)[OH:5].[O:15]=[C:16]([C:28]1[CH:33]=[CH:32][CH:31]=[CH:30][CH:29]=1)[C@@H:17]([NH:20]C(=O)OC(C)(C)C)[CH2:18][CH3:19]>>[NH2:20][C@@H:17]([CH2:18][CH3:19])[C@@H:16]([C:28]1[CH:29]=[CH:30][CH:31]=[C:32]([O:5][CH3:4])[CH:33]=1)[OH:15] |f:0.1|. The product is N[C@H]([C@H](O)C1=CC(=CC=C1)OC)CC ((1R,2S)-2-amino-1-(3-methoxyphenyl)butan-1-ol). Procedure: was synthesised in the same way as 90b from (S)-tert-butyl 1-oxo-1-phenylbutan-2-ylcarbamate (97c, 225 mg, 0.768 mmol). The reactants are CCCCC(NC(=O)OC(Cn1ccc(-c2ccc(C(F)(F)F)cc2)n1)C(C)(C)C)C(O)CNS(=O)(=O)c1ccccn1, CCCCC(NC(=O)OC(Cn1ccc(-c2ccc(C(F)(F)F)cc2)n1)C(C)(C)C)C(O)CNS(=O)(=O)c1ccccn1. Yields the product CCCCC(NC(=O)OC(Cn1ccc(-c2ccc(C(F)(F)F)cc2)n1)C(C)(C)C)C(=O)CNS(=O)(=O)c1ccccn1. As a reaction SMILES: [OH:1][CH:2]([CH2:3][NH:4][S:5](=[O:6])(=[O:7])[c:8]1[n:9][cH:10][cH:11][cH:12][cH:13]1)[CH:14]([CH2:15][CH2:16][CH2:17][CH3:18])[NH:19][C:20]([O:21][CH:22]([C:23]([CH3:24])([CH3:25])[CH3:26])[CH2:27][n:28]1[n:29][c:30](-[c:33]2[cH:34][cH:35][c:36]([C:39]([F:40])([F:41])[F:42])[cH:37][cH:38]2)[cH:31][cH:32]1)=[O:43].[OH:44][CH:45]([CH:46]([NH:47][C:48](=[O:49])[O:50][CH:51]([CH2:52][n:53]1[cH:54][cH:55][c:56](-[c:57]2[cH:58][cH:59][c:60]([C:61]([F:62])([F:63])[F:64])[cH:65][cH:66]2)[n:67]1)[C:68]([CH3:69])([CH3:70])[CH3:71])[CH2:72][CH2:73][CH2:74][CH3:75])[CH2:76][NH:77][S:78]([c:79]1[cH:80][cH:81][cH:82][cH:83][n:84]1)(=[O:85])=[O:86]>>[O:1]=[C:2]([CH2:3][NH:4][S:5](=[O:6])(=[O:7])[c:8]1[n:9][cH:10][cH:11][cH:12][cH:13]1)[CH:14]([CH2:15][CH2:16][CH2:17][CH3:18])[NH:19][C:20]([O:21][CH:22]([C:23]([CH3:24])([CH3:25])[CH3:26])[CH2:27][n:28]1[n:29][c:30](-[c:33]2[cH:34][cH:35][c:36]([C:39]([F:40])([F:41])[F:42])[cH:37][cH:38]2)[cH:31][cH:32]1)=[O:43].